This data is from the Open Reaction Database (ORD), a public repository of structured organic reaction records. The task is: describe an organic reaction: reactants, conditions, products, and yield The reactants are C(=O)C(=CO)C1=CC=C(C=N1)C(=O)O (6-(1-formyl-2-hydroxyvinyl)pyridine-3-carboxylic acid), CNN (methylhydrazine). Solvent: C(C)O (ethanol). Run at time 18 hour. Product: CN1N=CC(=C1)C1=CC=C(C=N1)C(=O)O (6-(1-Methyl-1H-pyrazol-4-yl)-pyridine-3-carboxylic Acid). The yield is 64.0%. As a reaction SMILES: [CH:1]([C:3]([C:6]1[N:11]=[CH:10][C:9]([C:12]([OH:14])=[O:13])=[CH:8][CH:7]=1)=[CH:4]O)=O.[CH3:15][NH:16][NH2:17]>C(O)C>[CH3:15][N:16]1[CH:4]=[C:3]([C:6]2[N:11]=[CH:10][C:9]([C:12]([OH:14])=[O:13])=[CH:8][CH:7]=2)[CH:1]=[N:17]1. Procedure: A suspension of 6-(1-formyl-2-hydroxyvinyl)pyridine-3-carboxylic acid (1.93 g) (Eastman Chemicals) in absolute ethanol (50 ml) and methylhydrazine (0.50 g) was stirred for 18 hours at room temperature. The reaction mixture was filtered to give the product (1.30 g). The filtrate was evaporated to give a solid which was recrystallized from ethyl acetate to give an analytical sample of the title compound (0.55 g), m.p. 262-264° C.